Dataset: the Open Reaction Database (ORD), a public repository of structured organic reaction records. Task: describe an organic reaction: reactants, conditions, products, and yield Reactants: FC1=CC=C(C=O)C=C1 (4-fluoro-benzaldehyde), C(=O)([O-])[O-].[Na+].[Na+] (Na2CO3), Cl.COC([C@@H](N)CC(C)C)=O (L-Leucine methyl ester hydrochloride). The solvent is CO (methanol). Run at time 3 day. The product is COC([C@H](CC(C)C)/N=C/C1=CC=C(C=C1)F)=O ((5)-2-{[1-(4-Fluoro-phenyl)-meth-(E)-ylidene]-amino}-4-methyl-pentanoic acid methyl ester). Isolated yield 92.0%. As a reaction SMILES: Cl.[CH3:2][O:3][C:4](=[O:11])[C@H:5]([CH2:7][CH:8]([CH3:10])[CH3:9])[NH2:6].[F:12][C:13]1[CH:20]=[CH:19][C:16]([CH:17]=O)=[CH:15][CH:14]=1.C([O-])([O-])=O.[Na+].[Na+]>CO>[CH3:2][O:3][C:4](=[O:11])[C@@H:5](/[N:6]=[CH:17]/[C:16]1[CH:19]=[CH:20][C:13]([F:12])=[CH:14][CH:15]=1)[CH2:7][CH:8]([CH3:10])[CH3:9] |f:0.1,3.4.5|. Reported procedure: L-Leucine methyl ester hydrochloride (3.65 g) was dissolved in methanol (35 mL) and 4-fluoro-benzaldehyde (2.65 mL) and Na2CO3 (4.0 g) were added. The mixture was stirred at ambient temperature for 3 days. After that, the mixture was filtrated, evaporated to dryness. The residue was dissolved in TBME. The precipitate was filtrated off. The TBME solution was evaporated to dryness to yield the title compound as a colorless oil (4.66 g; 92%). MS (ESI): m/z=252.3 [M+H]+.